Dataset: the Open Reaction Database (ORD), a public repository of structured organic reaction records. Task: describe an organic reaction: reactants, conditions, products, and yield The reactants are C(C)(C)N(C(C)C)CC (N,N-diisopropylethylamine), BrCC=C(C)C (4-bromo-2-methyl-2-butene), C(C)(C)(C)OC(=O)N1CCC(CC1)NC1=CC=C(C=C1)OCC1=CC=CC=C1 (4-(4-Benzyloxy-phenylamino)-piperidine-1-carboxylic acid tert-butyl ester), C1CCOC1 (THF). Run at temperature 40 celsius. The product is N[C@H](C(=O)N1CCC(CC1)N(CC=C(C)C)C1=CC=C(C=C1)OCC1=CC=CC=C1)CC(C)C ((S)-2-Amino-1-{4-[(4-benzyloxy-phenyl)-(3-methyl-but-2-enyl)-amino]-piperidin-1-yl}-4-methyl-pentan-1-one). Isolated yield 87.0%. As a reaction SMILES: C(O[C:6]([N:8]1[CH2:13][CH2:12][CH:11]([NH:14][C:15]2[CH:20]=[CH:19][C:18]([O:21][CH2:22][C:23]3[CH:28]=[CH:27][CH:26]=[CH:25][CH:24]=3)=[CH:17][CH:16]=2)[CH2:10][CH2:9]1)=[O:7])(C)(C)C.C([N:32]([CH2:36][CH3:37])C(C)C)(C)C.Br[CH2:39][CH:40]=[C:41]([CH3:43])[CH3:42].[CH2:44]1[CH2:48]OC[CH2:45]1>>[NH2:32][C@@H:36]([CH2:37][CH:44]([CH3:48])[CH3:45])[C:6]([N:8]1[CH2:9][CH2:10][CH:11]([N:14]([C:15]2[CH:20]=[CH:19][C:18]([O:21][CH2:22][C:23]3[CH:24]=[CH:25][CH:26]=[CH:27][CH:28]=3)=[CH:17][CH:16]=2)[CH2:39][CH:40]=[C:41]([CH3:43])[CH3:42])[CH2:12][CH2:13]1)=[O:7]. Procedure: 4-(4-Benzyloxy-phenylamino)-piperidine-1-carboxylic acid tert-butyl ester (5.0 g, 13.1 mmol) was dissolved in THF (65 mL), then treated with N,N-diisopropylethylamine (9.1 mL, 52.4 mmol) and 4-bromo-2-methyl-2-butene (3.0 mL, 26.2 mmol). The reaction was heated to 40° C. for 18 hours, then concentrated in vacuo. The residue was chromatographed on silica gel eluting with 5:1 hexane/EtOAc to give 5.15 g (87%) of the desired compound. Starting materials: CCc1c(C(=O)O)[nH]c(C)c1C, Cl, NC(=O)c1cc(Cl)nc(N2CCC(N)CC2)c1. Yields the product CCc1c(C(=O)NC2CCN(c3cc(C(N)=O)cc(Cl)n3)CC2)[nH]c(C)c1C. RXN SMILES: [CH2:19]([CH3:20])[c:21]1[c:22]([C:28](=[O:29])[OH:30])[nH:23][c:24]([CH3:27])[c:25]1[CH3:26].[ClH:1].[NH2:2][CH:3]1[CH2:4][CH2:5][N:6]([c:9]2[cH:10][c:11]([C:12](=[O:13])[NH2:14])[cH:15][c:16]([Cl:18])[n:17]2)[CH2:7][CH2:8]1>>[NH:2]([CH:3]1[CH2:4][CH2:5][N:6]([c:9]2[cH:10][c:11]([C:12](=[O:13])[NH2:14])[cH:15][c:16]([Cl:18])[n:17]2)[CH2:7][CH2:8]1)[C:28]([c:22]1[c:21]([CH2:19][CH3:20])[c:25]([CH3:26])[c:24]([CH3:27])[nH:23]1)=[O:29]. Product: C(C1=CC=CC=C1)(=O)NC1=C2N=CN(C2=NC=N1)[C@H]1[C@H](O)[C@@H]([C@H](O1)C(=O)OC)N=[N+]=[N-] (methyl 1-(6-benzoylamino-9H-purin-9-yl)-3-azido-1,3-dideoxy-β-D-ribofuranuronate). The yield is 43.3%. Conditions: time 30 minute. Solvent: [OH-].[Na+] (sodium hydroxide). Reaction SMILES: [C:1]([NH:9][C:10]1[N:18]=[CH:17][N:16]=[C:15]2[C:11]=1[N:12]=[CH:13][N:14]2[C@@H:19]1[O:27][C@H:26]([C:28]([O:30][CH3:31])=[O:29])[C@@H:25]([N:32]=[N+:33]=[N-:34])[C@H:20]1[O:21]C(=O)C)(=[O:8])[C:2]1[CH:7]=[CH:6][CH:5]=[CH:4][CH:3]=1.Cl>[OH-].[Na+]>[C:1]([NH:9][C:10]1[N:18]=[CH:17][N:16]=[C:15]2[C:11]=1[N:12]=[CH:13][N:14]2[C@@H:19]1[O:27][C@H:26]([C:28]([O:30][CH3:31])=[O:29])[C@@H:25]([N:32]=[N+:33]=[N-:34])[C@H:20]1[OH:21])(=[O:8])[C:2]1[CH:7]=[CH:6][CH:5]=[CH:4][CH:3]=1 |f:2.3|. Starting materials: C(C1=CC=CC=C1)(=O)NC1=C2N=CN(C2=NC=N1)[C@H]1[C@H](OC(C)=O)[C@@H]([C@H](O1)C(=O)OC)N=[N+]=[N-] (methyl 1-(6-benzoylamino-9H-purin-9-yl)-2-O-acetyl-3-azido-1,3-dideoxy-β-D-ribofuranuronate), Cl (hydrochloric acid). Procedure details: A solution of methyl 1-(6-benzoylamino-9H-purin-9-yl)-2-O-acetyl-3-azido-1,3-dideoxy-β-D-ribofuranuronate (1.10 g) prepared in Preparation 4 in 0.5N aqueous sodium hydroxide (25 ml) was stirred for 30 minutes. The solution was adjusted to pH 1 with 10% hydrochloric acid and extracted with ethyl acetate. After the extract was washed with brine, a solution of diazomethane in diethyl ether was dropped thereto until the yellow color was not disappeared. The solution was dried over magnesium sulfate ...